Dataset: the Open Reaction Database (ORD), a public repository of structured organic reaction records. Task: describe an organic reaction: reactants, conditions, products, and yield Reactants: CC(C)(C)c1cccc(-c2cc(CCCO)nc(C#N)n2)c1, CCOC(C)=O, ClCCl. The product is CC(C)(C)c1cccc(-c2cc(CCC=O)nc(C#N)n2)c1. As a reaction SMILES: [C:1]([CH3:2])([CH3:3])([CH3:4])[c:5]1[cH:6][c:7](-[c:11]2[n:12][c:13]([C:21]#[N:22])[n:14][c:15]([CH2:17][CH2:18][CH2:19][OH:20])[cH:16]2)[cH:8][cH:9][cH:10]1.[CH3:26][CH2:27][O:28][C:29]([CH3:30])=[O:31].[Cl:23][CH2:24][Cl:25]>>[C:1]([CH3:2])([CH3:3])([CH3:4])[c:5]1[cH:6][c:7](-[c:11]2[n:12][c:13]([C:21]#[N:22])[n:14][c:15]([CH2:17][CH2:18][CH:19]=[O:20])[cH:16]2)[cH:8][cH:9][cH:10]1. Reactants: CC(C)(C)[Si](C)(C)Cl, CCN(C(C)C)C(C)C, CN(C)C=O, O, O=C1COc2cc(O)ccc21. Yields the product CC(C)(C)[Si](C)(C)Oc1ccc2c(c1)OCC2=O. Reaction SMILES: [C:1]([CH3:2])([CH3:3])([CH3:4])[Si:5]([CH3:6])([CH3:7])[Cl:8].[CH:9]([N:10]([CH2:11][CH3:12])[CH:13]([CH3:14])[CH3:15])([CH3:16])[CH3:17].[O:30]=[CH:31][N:32]([CH3:33])[CH3:34].[OH2:29].[OH:18][c:19]1[cH:20][c:21]2[c:22]([cH:27][cH:28]1)[C:23](=[O:26])[CH2:24][O:25]2>>[C:1]([CH3:2])([CH3:3])([CH3:4])[Si:5]([CH3:6])([CH3:7])[O:18][c:19]1[cH:20][c:21]2[c:22]([cH:27][cH:28]1)[C:23](=[O:26])[CH2:24][O:25]2. Reactants: C(C#C)Br (propargyl bromide), [Mg] (magnesium), C[Si](C)(C)C#CC(=O)CCCC (n-butyl trimethylsilylethynyl ketone), mercuric chloride, C(C#C)Br (propargyl bromide). Run in CCOCC (ether), CCOCC (ether). Reaction conditions: time 40 minute. Yields the product C[Si](C)(C)C#CC(CC#C)(CCCC)O (4-Trimethylsilylethynyl-1-octyn-4-ol). As a reaction SMILES: [Mg].[CH2:2](Br)[C:3]#[CH:4].[CH3:6][Si:7]([C:10]#[C:11][C:12]([CH2:14][CH2:15][CH2:16][CH3:17])=[O:13])([CH3:9])[CH3:8]>CCOCC>[CH3:9][Si:7]([C:10]#[C:11][C:12]([OH:13])([CH2:14][CH2:15][CH2:16][CH3:17])[CH2:4][C:3]#[CH:2])([CH3:8])[CH3:6]. Procedure: To a stirred suspension of 1.29 g. of magnesium and 10 mg. of mercuric chloride in 12 ml. of ether is added 0.4 ml. of propargyl bromide. The reaction is initiated after stirring at room temperature for a few minutes. The stirred mixture is cooled in an ice-water bath and a solution of 9.64 g. of n-butyl trimethylsilylethynyl ketone and 3.51 ml. of propargyl bromide in 13 ml. of ether is added, dropwise so that the mixture is very gently boiling during 40 minutes. After addition, the cooling bat... Reactants: [Na] (sodium), NC1=NC(=CC(=[N+]1[O-])N)OC1=C(C=C(C=C1)Cl)Cl (2,4-diamino-6-(2,4-dichlorophenoxy)pyrimidine 3-oxide). Solvent: CO (methanol). The product is NC1=NC(=CC(=[N+]1[O-])N)OC (2,4-Diamino-6-methoxypyrimidine 3-oxide). As a reaction SMILES: [Na].[NH2:2][C:3]1[N+:8]([O-:9])=[C:7]([NH2:10])[CH:6]=[C:5]([O:11][C:12]2C=CC(Cl)=CC=2Cl)[N:4]=1>CO>[NH2:2][C:3]1[N+:8]([O-:9])=[C:7]([NH2:10])[CH:6]=[C:5]([O:11][CH3:12])[N:4]=1 |^1:0|. Reported procedure: 1.8 g of sodium are dissolved in 150 ml of methanol. 15 of 2,4-diamino-6-(2,4-dichlorophenoxy)pyrimidine 3-oxide are added and the reaction mixture is refluxed for 15 days. Starting materials: O=C([O-])[O-], CN(C)C=O, CN(C)CCCl, Cl, [K+], [K+], O=[N+]([O-])c1ccc2[nH]ncc2c1. The product is CN(C)CCn1cc2cc([N+](=O)[O-])ccc2n1. Reaction SMILES: [C:13](=[O:14])([O-:15])[O-:16].[CH3:26][N:27]([CH3:28])[CH:29]=[O:30].[Cl:20][CH2:21][CH2:22][N:23]([CH3:24])[CH3:25].[ClH:19].[K+:17].[K+:18].[N+:1](=[O:2])([O-:3])[c:4]1[cH:5][c:6]2[cH:7][n:8][nH:9][c:10]2[cH:11][cH:12]1>>[N+:1](=[O:2])([O-:3])[c:4]1[cH:5][c:6]2[cH:7][n:8]([CH2:21][CH2:22][N:23]([CH3:24])[CH3:25])[n:9][c:10]2[cH:11][cH:12]1.